Dataset: the Open Reaction Database (ORD), a public repository of structured organic reaction records. Task: describe an organic reaction: reactants, conditions, products, and yield The reactants are FC1=CC=C(C(=O)C2CCNCC2)C=C1 (4-(4-fluorobenzoyl)piperidine), C(C)(C)I (isopropyl iodide), C([O-])(O)=O.[Na+] (sodium bicarbonate). Solvent: C(C)#N (acetonitrile). The product is FC1=CC=C(C=C1)C(=O)C1CCN(CC1)C(C)C ((4-Fluorophenyl)[1-(1-methylethyl)-4-piperidinyl]methanone). Isolated yield 77.5%. Reaction SMILES: [F:1][C:2]1[CH:15]=[CH:14][C:5]([C:6]([CH:8]2[CH2:13][CH2:12][NH:11][CH2:10][CH2:9]2)=[O:7])=[CH:4][CH:3]=1.[CH:16](I)([CH3:18])[CH3:17].C(=O)(O)[O-].[Na+]>C(#N)C>[F:1][C:2]1[CH:3]=[CH:4][C:5]([C:6]([CH:8]2[CH2:13][CH2:12][N:11]([CH:16]([CH3:18])[CH3:17])[CH2:10][CH2:9]2)=[O:7])=[CH:14][CH:15]=1 |f:2.3|. Procedure: A mixture of 34.16 g (0.165 mol) of the 4-(4-fluorobenzoyl)piperidine, 33.80 g (0.199 mol) of isopropyl iodide and excessive sodium bicarbonate in 600 mL of acetonitrile was heated at reflux for 14 h. The solvent was removed in vacuo, and the residue was partitioned between CH2Cl2 and dilute NaOH. The CH2Cl2 solution was dried (Na2SO4), and the solvent was removed in vacuo to give a solid. This was recrystallized from CH2Cl2 /hexane to give 31.89 g (77.6%) of crystalline solid, mp 120°-121° C. Reactants: O1C=CC2=C1C(CCC2)N (4,5,6,7-tetrahydrobenzofuran-7-ylamine), [NH4+].[OH-] (NH4OH), CCOC(=O)C (EtOAc), O(C(C)C)C(C)C (iPr2O). Run in CO (MeOH), C(Cl)Cl (CH2Cl2), C(Cl)Cl (CH2Cl2), CO (MeOH). Conditions: time 17 hour. The product is O1C=CC2=C1[C@@H](CCC2)NC(C)=O ((R)-N-(4,5,6,7-tetrahydrobenzofuran-7-yl)acetamide). RXN SMILES: [O:1]1[C:5]2[CH:6]([NH2:10])[CH2:7][CH2:8][CH2:9][C:4]=2[CH:3]=[CH:2]1.[CH3:11][CH2:12][O:13]C(C)=O.O(C(C)C)C(C)C.[NH4+].[OH-]>C(Cl)Cl.CO>[O:1]1[C:5]2[C@H:6]([NH:10][C:12](=[O:13])[CH3:11])[CH2:7][CH2:8][CH2:9][C:4]=2[CH:3]=[CH:2]1 |f:3.4|. Procedure: Following the general procedure, 4,5,6,7-tetrahydrobenzofuran-7-ylamine (150 mg, 1.09 mmol), CALB (45 mg), EtOAc (0.43 mL) and iPr2O (4.0 mL) were stirred for 17 hours. The conversion determined from 1H NMR by integration of the peaks at 5.09 ppm (CHNHAc) and 3.95 ppm (CHNH2) was 55%. Flash chromatography of the material on silica gel using 1:20 MeOH:CH2Cl2 followed by 1:1:4 NH4OH:MeOH:CH2Cl2 furnished (R)-N-(4,5,6,7-tetrahydrobenzofuran-7-yl)acetamide ((104 mg, 53%) in 79% ee (chiral GC method:... The reactants are BrCCOC=1C=C(C(=O)OCC)C=CC1 (ethyl 3-[(2-bromoethyl)oxy]benzoate), C([O-])([O-])=O.[K+].[K+] (potassium carbonate), FC1(CNCC1)F (3,3-difluoropyrrolidine). The solvent is C(C)#N (Acetonitrile). Run at temperature 70 celsius, time 36 hour. The product is FC1(CN(CC1)CCOC=1C=C(C(=O)OCC)C=CC1)F (ethyl 3-{[2-(3,3-difluoro-1-pyrrolidinyl)ethyl]oxy}benzoate). RXN SMILES: Br[CH2:2][CH2:3][O:4][C:5]1[CH:6]=[C:7]([CH:13]=[CH:14][CH:15]=1)[C:8]([O:10][CH2:11][CH3:12])=[O:9].C(=O)([O-])[O-].[K+].[K+].[F:22][C:23]1([F:28])[CH2:27][CH2:26][NH:25][CH2:24]1>C(#N)C>[F:22][C:23]1([F:28])[CH2:27][CH2:26][N:25]([CH2:2][CH2:3][O:4][C:5]2[CH:6]=[C:7]([CH:13]=[CH:14][CH:15]=2)[C:8]([O:10][CH2:11][CH3:12])=[O:9])[CH2:24]1 |f:1.2.3|. Procedure details: To a suspension of ethyl 3-[(2-bromoethyl)oxy]benzoate D46 (476 mg) and potassium carbonate (481 mg, 3.48 mmol) in Acetonitrile (20 mL) stirred at 20° C. was added 3,3-difluoropyrrolidine (250 mg, 1.741 mmol). The reaction mixture was stirred at 70° C. for 36 h. After cooled to room temperature the mixture was filtrated and the filtrate was concentrated. The crude product was added to a silica gel column and was eluted with Hexane/EtOAc/TEA in ratio 50/50/0.5. Fractions isolated and solvent evap... Isolated yield 59.3%. The reagents and catalysts are [Br-].C(CCC)[N+](CCCC)(CCCC)CCCC (tetran-butylammonium bromide). Procedure: 2-Oxo-3-tert-butoxycarbonylamino-5-(3-methyl-2-butenyl)-8-methyl-1,3,4,5-tetrahydro-2H-1,5-benzodiazepine (965 mg) was suspended in toluene (14 ml), 2-bromo-2′-methylacetophenone (686 mg), 1N aqueous sodium hydroxide (7 ml) and tetran-butylammonium bromide (20 mg) were added, and the mixture was stirred overnight at room temperature. The reaction mixture was weakly acidified with 1N hydrochloric acid, extracted with methylene chloride. The organic layer was washed with saturated aqueous sodium b... Starting materials: O=C1C(CN(C2=C(N1)C=C(C=C2)C)CC=C(C)C)NC(=O)OC(C)(C)C (2-Oxo-3-tert-butoxycarbonylamino-5-(3-methyl-2-butenyl)-8-methyl-1,3,4,5-tetrahydro-2H-1,5-benzodiazepine), Cl (hydrochloric acid), BrCC(=O)C1=C(C=CC=C1)C (2-bromo-2′-methylacetophenone), [OH-].[Na+] (sodium hydroxide). The product is C=1(C(=CC=CC1)C(=O)CN1C(C(CN(C2=C1C=C(C=C2)C)CC=C(C)C)NC(=O)OC(C)(C)C)=O)C (1-(2-toluoylmethyl)-2-oxo-3-tert-butoxycarbonylamino-5-(3-methyl-2-butenyl)-8-methyl-1,3,4,5-tetrahydro-2H-1,5-benzodiazepine). Run at time 8 hour. Reaction SMILES: [O:1]=[C:2]1[NH:8][C:7]2[CH:9]=[C:10]([CH3:13])[CH:11]=[CH:12][C:6]=2[N:5]([CH2:14][CH:15]=[C:16]([CH3:18])[CH3:17])[CH2:4][CH:3]1[NH:19][C:20]([O:22][C:23]([CH3:26])([CH3:25])[CH3:24])=[O:21].Br[CH2:28][C:29]([C:31]1[CH:36]=[CH:35][CH:34]=[CH:33][C:32]=1[CH3:37])=[O:30].[OH-].[Na+].Cl>C1(C)C=CC=CC=1.[Br-].C([N+](CCCC)(CCCC)CCCC)CCC>[C:32]1([CH3:37])[C:31]([C:29]([CH2:28][N:8]2[C:7]3[CH:9]=[C:10]([CH3:13])[CH:11]=[CH:12][C:6]=3[N:5]([CH2:14][CH:15]=[C:16]([CH3:18])[CH3:17])[CH2:4][CH:3]([NH:19][C:20]([O:22][C:23]([CH3:26])([CH3:25])[CH3:24])=[O:21])[C:2]2=[O:1])=[O:30])=[CH:36][CH:35]=[CH:34][CH:33]=1 |f:2.3,6.7|. Run in C1(=CC=CC=C1)C (toluene). The reactants are N(=[N+]=[N-])C(CN1N=CC=2C1=CC1=C(C=CC(C12)(C)C)C)C ((RS)-1-(2-azido-propyl)-4,4,7-trimethyl-1,4-dihydro-indeno[2,1-c]pyrazole), C(\C=C\C(=O)O)(=O)O (fumaric acid). The reagents and catalysts are [Pt]=O (platinum oxide). Solvent: C(C)O (ethanol), CO (methanol), C(C)OCC (diethyl ether). Reaction conditions: time 4 hour. Yields the product C(\C=C\C(=O)O)(=O)O.CC1(C=CC(=C2C=C3N(N=CC3=C12)CC(C)N)C)C ((RS)-2-(4,4,7-trimethyl-1,4-dihydroindeno[2,1-c]pyrazol-1-yl )-1-methyl-ethylamine fumarate). Yield: 69.0%. Reaction SMILES: [N:1]([CH:4]([CH3:21])[CH2:5][N:6]1[C:10]2=[CH:11][C:12]3[C:17]([C:16]([CH3:19])([CH3:18])[CH:15]=[CH:14][C:13]=3[CH3:20])=[C:9]2[CH:8]=[N:7]1)=[N+]=[N-].[C:22]([OH:29])(=[O:28])/[CH:23]=[CH:24]/[C:25]([OH:27])=[O:26]>C(O)C.C(OCC)C.CO.[Pt]=O>[C:22]([OH:29])(=[O:28])/[CH:23]=[CH:24]/[C:25]([OH:27])=[O:26].[CH3:19][C:16]1([CH3:18])[C:17]2[C:12]([CH:11]=[C:10]3[C:9]=2[CH:8]=[N:7][N:6]3[CH2:5][CH:4]([NH2:1])[CH3:21])=[C:13]([CH3:20])[CH:14]=[CH:15]1 |f:6.7|. Procedure: 1.1 g (3.9 mmol) of (RS)-1-(2-azido-propyl)-4,4,7-trimethyl-1,4-dihydro-indeno[2,1-c]pyrazole dissolved in 60 ml of anhydrous ethanol were hydrogenated over 110 mg of platinum oxide for 3 hours. The catalyst was subsequently filtered off, rinsed with ethanol and the solvent was removed in a vacuum. The colorless oil obtained was dissolved in 150 ml of anhydrous diethyl ether, filtered and treated while stirring with a solution of 453 mg (3.9 mmol) of fumaric acid in 10 ml of methanol. The mixtur...